From a dataset of the Open Reaction Database (ORD), a public repository of structured organic reaction records. describe an organic reaction: reactants, conditions, products, and yield Starting materials: PHEA, Cu(II)Br, CN(C)CCN(C)CCN(C)C (PMDETA), O=C1C(O)=C([O-])[C@H](O1)[C@@H](O)CO.[Na+] (sodium ascorbate), PHEA. Solvent: O (water). Product: C1=CC=C(C=C1)CCN (PHEA). Reaction SMILES: CN(CCN([CH2:8][CH2:9][N:10](C)C)C)C.O=[C:14]1O[C@H:19]([C@H:21]([CH2:23]O)O)[C:17]([O-])=[C:15]1O.[Na+]>O>[CH:14]1[CH:23]=[CH:21][C:19]([CH2:8][CH2:9][NH2:10])=[CH:17][CH:15]=1 |f:1.2|. Procedure: A solution of Cu(I) catalyst at 1 mM and PHEA-MA at 1 mM (30 mg/mL) was prepared by dissolution of Cu(II)Br (2.35 mg, 10 μmol), PMDETA (6 μL, 30 μmol), sodium ascorbate (39.6 mg, 200 μmol) and PHEA-MA (300 mg, 10 μmol) in 10 mL of milli-Q water solution. The solution was then filtered with a 0.45 μm filter (Acrodisc Syringe Filter). Si wafers coated with the initiator layers were immersed vertically into the Cu(I) catalyst/PHEA-MA solution and allowed to polymerize for a predetermined time. To q... The reactants are COC(=O)c1cc(F)cc2c1NC(c1cccc(N3CCN(c4ccccc4C)CC3)c1)C(C)(C)C2, CO, Cl, [Li+], C1CCOC1, [OH-], O, O. Yields the product Cc1ccccc1N1CCN(c2cccc(C3Nc4c(cc(F)cc4C(=O)O)CC3(C)C)c2)CC1. Reaction SMILES: [CH3:1][O:2][C:3](=[O:4])[c:5]1[cH:6][c:7]([F:36])[cH:8][c:9]2[c:14]1[NH:13][CH:12]([c:15]1[cH:16][c:17]([N:21]3[CH2:22][CH2:23][N:24]([c:27]4[c:28]([CH3:33])[cH:29][cH:30][cH:31][cH:32]4)[CH2:25][CH2:26]3)[cH:18][cH:19][cH:20]1)[C:11]([CH3:34])([CH3:35])[CH2:10]2.[CH3:42][OH:43].[ClH:41].[Li+:39].[O:44]1[CH2:45][CH2:46][CH2:47][CH2:48]1.[OH-:38].[OH2:37].[OH2:40]>>[O:2]=[C:3]([OH:4])[c:5]1[cH:6][c:7]([F:36])[cH:8][c:9]2[c:14]1[NH:13][CH:12]([c:15]1[cH:16][c:17]([N:21]3[CH2:22][CH2:23][N:24]([c:27]4[c:28]([CH3:33])[cH:29][cH:30][cH:31][cH:32]4)[CH2:25][CH2:26]3)[cH:18][cH:19][cH:20]1)[C:11]([CH3:34])([CH3:35])[CH2:10]2. Reactants: ClC=1C=CC(=C(C1)C1=C(C=NC=C1)NC)C ([4-(5-chloro-2-methyl-phenyl)-pyridin-3-yl]-methyl-amine), FC(C=1C=C(C(=O)Cl)C=C(C1)C(F)(F)F)(F)F (3,5-bis(trifluoromethyl)benzoyl chloride). Run in CCCCCCC.CCOC(=O)C (n-heptane EtOAc). Yields the product ClC=1C=CC(=C(C1)C1=C(C=NC=C1)N(C(C1=CC(=CC(=C1)C(F)(F)F)C(F)(F)F)=O)C)C (N-[4-(5-Chloro-2-methyl-phenyl)-pyridin-3-yl]-N-methyl-3,5-bis-trifluoromethyl-benzamide). RXN SMILES: [Cl:1][C:2]1[CH:3]=[CH:4][C:5]([CH3:16])=[C:6]([C:8]2[CH:13]=[CH:12][N:11]=[CH:10][C:9]=2[NH:14][CH3:15])[CH:7]=1.[F:17][C:18]([F:33])([F:32])[C:19]1[CH:20]=[C:21]([CH:25]=[C:26]([C:28]([F:31])([F:30])[F:29])[CH:27]=1)[C:22](Cl)=[O:23]>CCCCCCC.CCOC(C)=O>[Cl:1][C:2]1[CH:3]=[CH:4][C:5]([CH3:16])=[C:6]([C:8]2[CH:13]=[CH:12][N:11]=[CH:10][C:9]=2[N:14]([CH3:15])[C:22](=[O:23])[C:21]2[CH:20]=[C:19]([C:18]([F:33])([F:32])[F:17])[CH:27]=[C:26]([C:28]([F:31])([F:30])[F:29])[CH:25]=2)[CH:7]=1 |f:2.3|. Procedure details: The title compound was prepared in analogy to example 72, intermediate, from [4-(5-chloro-2-methyl-phenyl)-pyridin-3-yl]-methyl-amine and 3,5-bis(trifluoromethyl)benzoyl chloride (CAS RN 1271-19-8) and using a gradient of n-heptane:EtOAc (100:0 to 70:30) for the chromatographic purification. Colorless solid (35%). MS (ESI): m/z=473.084 [M+H]+. Reactants: N=1C(=NN2C1C=CC=C2)CCN (2-([1,2,4]triazolo[1,5-a]pyridin-2-yl)ethanamine), CN1C(C(=C(C(=C1)C(=O)O)C(=O)OC)Cl)=O (1-Methyl-2-oxo-1,2-dihydro-3-chloro-4-methoxycarbonyl-pyridine-5-carboxylic acid). Product: ClC1=C2C(=CN(C1=O)C)C(N(C2=O)CCC2=NN1C(C=CC=C1)=N2)=O (7-Chloro-5-methyl-2-(2-[1,2,4]triazolo[1,5-a]pyridin-2-yl-ethyl)-5H-pyrrolo[3,4-c]pyridine-1,3,6-trione). As a reaction SMILES: [N:1]1[C:2]([CH2:10][CH2:11][NH2:12])=[N:3][N:4]2[CH:9]=[CH:8][CH:7]=[CH:6][C:5]=12.[CH3:13][N:14]1[CH:19]=[C:18]([C:20](O)=[O:21])[C:17]([C:23](OC)=[O:24])=[C:16]([Cl:27])[C:15]1=[O:28]>>[Cl:27][C:16]1[C:15](=[O:28])[N:14]([CH3:13])[CH:19]=[C:18]2[C:20](=[O:21])[N:12]([CH2:11][CH2:10][C:2]3[N:1]=[C:5]4[CH:6]=[CH:7][CH:8]=[CH:9][N:4]4[N:3]=3)[C:23](=[O:24])[C:17]=12. Procedure details: The title compound was prepared in analogy to the process described in Example c1) starting from 2-([1,2,4]triazolo[1,5-a]pyridin-2-yl)ethanamine and compound (4). Reaction SMILES: N1C(Cl)=NC(Cl)=NC=1Cl.[CH2:10]([NH2:14])[CH2:11][CH2:12][CH3:13].C(=O)([O-])O.[K+].[CH2:20]([NH:24][C:25]1[N:30]=[C:29]([NH:31][CH2:32][CH2:33][CH2:34][CH3:35])[N:28]=[C:27](Cl)[N:26]=1)[CH2:21][CH2:22][CH3:23]>C(#N)C.O.C1(C)C=CC=CC=1>[CH2:10]([NH:14][C:27]1[N:28]=[C:29]([NH:31][CH2:32][CH2:33][CH2:34][CH3:35])[N:30]=[C:25]([NH:24][CH2:20][CH2:21][CH2:22][CH3:23])[N:26]=1)[CH2:11][CH2:12][CH3:13] |f:2.3|. Isolated yield 96.0%. Reaction conditions: time 8 hour. Solvent: O (water), C(C)#N (acetonitrile), O (water), C1(=CC=CC=C1)C (toluene). Yields the product C(CCC)NC1=NC(=NC(=N1)NCCCC)NCCCC (2,4,6-tris(butylamino)-1,3,5-triazine). The reactants are C(CCC)N (butylamine), C(CCC)NC1=NC(=NC(=N1)NCCCC)Cl (2,4-bis(butylamino)-6-chloro-1,3,5-triazine), N1=C(Cl)N=C(Cl)N=C1Cl (cyanuric chloride), C(O)([O-])=O.[K+] (potassium hydrogen carbonate), C(CCC)N (butylamine). Reported procedure: To a solution of 18.5 g (0.1 mol) of cyanuric chloride in 150 mL of acetonitrile cooled to 0° C. was dropwise added a solution of 14.6 g (0.2 mol) of butylamine in 20 mL of water over 1 hour with stirring by keeping the reaction temperature not to exceed 5° C. Further, while continuing the stirring, a solution of 20.0 g (0.2 mol) of potassium hydrogen carbonate in 100 mL of water was dropwise added at the same temperature. Thereafter, the reaction temperature was gradually elevated and the stirr... Starting materials: NC=1C=C(C=CC1NC(C)C)C1=NC=C(C=C1Cl)C(F)(F)F (2-[3-amino-4-(1-methylethylamino)-phenyl]-3-chloro-5-trifluoromethylpyridine), C(=O)(N1C=NC=C1)N1C=NC=C1 (carbonyldiimidazole). Run in O1CCCC1 (tetrahydrofuran). Yields the product ClC=1C(=NC=C(C1)C(F)(F)F)C1=CC2=C(N(C(N2)=O)C(C)C)C=C1 (5-(3-Chloro-5-trifluoromethylpyridin-2-yl)-1-(1-methylethyl)-benzimidazol-2-one). Reaction SMILES: [NH2:1][C:2]1[CH:3]=[C:4]([C:12]2[C:17]([Cl:18])=[CH:16][C:15]([C:19]([F:22])([F:21])[F:20])=[CH:14][N:13]=2)[CH:5]=[CH:6][C:7]=1[NH:8][CH:9]([CH3:11])[CH3:10].[C:23](N1C=CN=C1)(N1C=CN=C1)=[O:24]>O1CCCC1>[Cl:18][C:17]1[C:12]([C:4]2[CH:5]=[CH:6][C:7]3[N:8]([CH:9]([CH3:11])[CH3:10])[C:23](=[O:24])[NH:1][C:2]=3[CH:3]=2)=[N:13][CH:14]=[C:15]([C:19]([F:22])([F:21])[F:20])[CH:16]=1. Procedure details: 37.4 g of 2-[3-amino-4-(1-methylethylamino)-phenyl]-3-chloro-5-trifluoromethylpyridine and 27.6 g of carbonyldiimidazole were heated at reflux temperature for four hours in 200 ml of anhydrous tetrahydrofuran, after which the reaction mixture was concentrated. The residue was treated with 100 ml of 10% strength hydrochloric acid and the mixture was extracted three times with 100 ml of methylene chloride each time. The combined organic phases were washed twice with 50 ml of water each time, dried...